From a dataset of the Open Reaction Database (ORD), a public repository of structured organic reaction records. describe an organic reaction: reactants, conditions, products, and yield Reactants: NC1=CC=C(C=C1)N\C(\C1=CC=CC=C1)=C\1/C(NC2=CC=C(C=C12)[N+](=O)[O-])=O ((Z)-3-[1-(4-aminophenylamino)-1-phenyl-methylidene]-5-nitro-2-indolinone), C(C)(=O)OC(C)=O (acetic anhydride). Solvent: C(C)(=O)O (acetic acid). Product: C(C)(=O)NC1=CC=C(C=C1)N\C(\C1=CC=CC=C1)=C\1/C(NC2=CC=C(C=C12)[N+](=O)[O-])=O ((Z)-3-[1-(4-acetylamino-phenylamino)-1-phenyl-methylidene]-5-nitro-2-indolinone). As a reaction SMILES: [NH2:1][C:2]1[CH:7]=[CH:6][C:5]([NH:8]/[C:9](=[C:16]2\[C:17](=[O:28])[NH:18][C:19]3[C:24]\2=[CH:23][C:22]([N+:25]([O-:27])=[O:26])=[CH:21][CH:20]=3)/[C:10]2[CH:15]=[CH:14][CH:13]=[CH:12][CH:11]=2)=[CH:4][CH:3]=1.[C:29](OC(=O)C)(=[O:31])[CH3:30]>C(O)(=O)C>[C:29]([NH:1][C:2]1[CH:7]=[CH:6][C:5]([NH:8]/[C:9](=[C:16]2\[C:17](=[O:28])[NH:18][C:19]3[C:24]\2=[CH:23][C:22]([N+:25]([O-:27])=[O:26])=[CH:21][CH:20]=3)/[C:10]2[CH:11]=[CH:12][CH:13]=[CH:14][CH:15]=2)=[CH:4][CH:3]=1)(=[O:31])[CH3:30]. Reported procedure: Prepared analogously to Example 31 from (Z)-3-[1-(4-aminophenylamino)-1-phenyl-methylidene]-5-nitro-2-indolinone and acetic anhydride in glacial acetic acid. Procedure: 30 mg (0.089 mM) of 1,4-dihydro-2,6-dimethyl-5-methoxycarbonyl-4-(3-nitrophenyl)pyridine-3-carboxylic acid together with 21 mg (0.089 mM) of (E)-5-[4-(1-imidazolylmethyl)phenyl)-pent-2-en-4-yn-1-ol, 22 mg (0.107 mM) of dicyclohexylcarbodiimide and 12 mg (0.098 mM) of 4-N,N-dimethylaminopyridine were dissolved in 3 ml of toluene, while heating, and refluxed for six hours. The solution was cooled to room temperature, and the crystals produced were filtered off. The filtrate was washed with water a... Starting materials: CC=1NC(=C(C(C1C(=O)O)C1=CC(=CC=C1)[N+](=O)[O-])C(=O)OC)C (1,4-dihydro-2,6-dimethyl-5-methoxycarbonyl-4-(3-nitrophenyl)pyridine-3-carboxylic acid), N1C(=NC=C1)CC1=CC=C(C=C1)C#C/C=C/CO ((E)-5-[4-(1-imidazolylmethyl)phenyl)-pent-2-en-4-yn-1-ol), C1(CCCCC1)N=C=NC1CCCCC1 (dicyclohexylcarbodiimide), 4-N,N-dimethylaminopyridine. RXN SMILES: [CH3:1][C:2]1[NH:3][C:4]([CH3:24])=[C:5]([C:20]([O:22][CH3:23])=[O:21])[CH:6]([C:11]2[CH:16]=[CH:15][CH:14]=[C:13]([N+:17]([O-:19])=[O:18])[CH:12]=2)[C:7]=1[C:8]([OH:10])=[O:9].[NH:25]1[CH:29]=[CH:28][N:27]=[C:26]1[CH2:30][C:31]1[CH:36]=[CH:35][C:34]([C:37]#[C:38]/[CH:39]=[CH:40]/[CH2:41]O)=[CH:33][CH:32]=1.C1(N=C=NC2CCCCC2)CCCCC1>C1(C)C=CC=CC=1>[CH3:1][C:2]1[NH:3][C:4]([CH3:24])=[C:5]([C:20]([O:22][CH3:23])=[O:21])[CH:6]([C:11]2[CH:16]=[CH:15][CH:14]=[C:13]([N+:17]([O-:19])=[O:18])[CH:12]=2)[C:7]=1[C:8]([O:10][CH2:41]/[CH:40]=[CH:39]/[C:38]#[C:37][C:34]1[CH:35]=[CH:36][C:31]([CH2:30][C:26]2[NH:27][CH:28]=[CH:29][N:25]=2)=[CH:32][CH:33]=1)=[O:9]. Solvent: C1(=CC=CC=C1)C (toluene). Yields the product CC=1NC(=C(C(C1C(=O)OC\C=C\C#CC1=CC=C(C=C1)CC=1NC=CN1)C1=CC(=CC=C1)[N+](=O)[O-])C(=O)OC)C ((E)-5-[4-(1-imidazolylmethyl)phenyl]-pent-2-en-4-yne-1yl methyl 1,4-dihydro-2,6-dimethyl-4-(3-nitrophenyl)pyridine-3,5-dicarboxylate). Run at temperature 110 celsius. Solvent: C(CCC)O (1-butanol). RXN SMILES: Cl[C:2]1[C:11]2[C:6](=[CH:7][CH:8]=[CH:9][CH:10]=2)[C:5]([CH2:12][C:13]2[CH:18]=[CH:17][N:16]=[CH:15][CH:14]=2)=[N:4][N:3]=1.[CH3:19][C:20]([NH:22][C:23]1[CH:28]=[CH:27][C:26]([NH2:29])=[CH:25][CH:24]=1)=[O:21]>C(O)CCC>[NH:22]([C:23]1[CH:28]=[CH:27][C:26]([NH:29][C:2]2[C:11]3[C:6](=[CH:7][CH:8]=[CH:9][CH:10]=3)[C:5]([CH2:12][C:13]3[CH:18]=[CH:17][N:16]=[CH:15][CH:14]=3)=[N:4][N:3]=2)=[CH:25][CH:24]=1)[C:20]([CH3:19])=[O:21]. Procedure: A mixture of 0.511 g (2 mmol) 1-chloro-4-(4-pyridylmethyl)phthalazine, 0.901 g (6 mmol) 4-aminoacetanilide and 5 ml 1-butanol is heated for 3 h at 110° C. The reaction mixture is then evaporated under vacuum, the crystalline residue is taken up in a mixture of 20 ml dichloromethane and 10 ml 20% aqueous potassium carbonate solution while stirring, then filtered and the filter residue washed with water and dichloromethane. After recrystallization from dichloromethane/methanol and drying under HV ... Yields the product N(C(=O)C)C1=CC=C(NC2=NN=C(C3=CC=CC=C23)CC2=CC=NC=C2)C=C1 (1-(4-Acetaminoanilino)-4-(4-pyridylmethyl)phthalazine). The reactants are ClC1=NN=C(C2=CC=CC=C12)CC1=CC=NC=C1 (1-chloro-4-(4-pyridylmethyl)phthalazine), CC(=O)NC1=CC=C(C=C1)N (4-aminoacetanilide).